This data is from the Open Reaction Database (ORD), a public repository of structured organic reaction records. The task is: describe an organic reaction: reactants, conditions, products, and yield The reactants are C(C1=CC=CC=C1)(=O)N1C(CC(CCC1)OC)=O (N-benzoyl-3-methoxycaprolactam), C(CCCCCCC)(=O)Cl (octanoyl chloride). Yields the product C(CCCCCCC)(=O)N1C(CC(CCC1)OC)=O (N-Octanoyl-3-methoxycaprolactam). As a reaction SMILES: [C:1]([N:9]1[CH2:15][CH2:14][CH2:13][CH:12]([O:16][CH3:17])[CH2:11][C:10]1=[O:18])(=[O:8])[C:2]1[CH:7]=[CH:6][CH:5]=[CH:4][CH:3]=1.[C:19](Cl)(=O)CCCCCCC>>[C:1]([N:9]1[CH2:15][CH2:14][CH2:13][CH:12]([O:16][CH3:17])[CH2:11][C:10]1=[O:18])(=[O:8])[CH2:2][CH2:7][CH2:6][CH2:5][CH2:4][CH2:3][CH3:19]. Procedure details: Synthesized as for N-benzoyl-3-methoxycaprolactam (Example VII) using octanoyl chloride (Aldrich) in place of benzoyl chloride. Starting materials: CN(C)C=O, CC(Cl)Cl, NCCCN1CCOCC1, Cc1cc(-c2cc(-c3cccc(OCC(=O)O)c3)[nH]c(=O)n2)ccc1O, On1nnc2ccccc21. The product is Cc1cc(-c2cc(-c3cccc(OCC(=O)NCCCN4CCOCC4)c3)[nH]c(=O)n2)ccc1O. Reaction SMILES: [CH3:51][N:52]([CH3:53])[CH:54]=[O:55].[Cl:47][CH:48]([Cl:49])[CH3:50].[O:27]1[CH2:28][CH2:29][N:30]([CH2:33][CH2:34][CH2:35][NH2:36])[CH2:31][CH2:32]1.[OH:1][c:2]1[c:3]([CH3:26])[cH:4][c:5](-[c:8]2[cH:9][c:10](-[c:15]3[cH:16][c:17]([O:21][CH2:22][C:23](=[O:24])[OH:25])[cH:18][cH:19][cH:20]3)[nH:11][c:12](=[O:14])[n:13]2)[cH:6][cH:7]1.[OH:37][n:38]1[c:39]2[cH:40][cH:41][cH:42][cH:43][c:44]2[n:45][n:46]1>>[OH:1][c:2]1[c:3]([CH3:26])[cH:4][c:5](-[c:8]2[cH:9][c:10](-[c:15]3[cH:16][c:17]([O:21][CH2:22][C:23](=[O:24])[NH:36][CH2:35][CH2:34][CH2:33][N:30]4[CH2:29][CH2:28][O:27][CH2:32][CH2:31]4)[cH:18][cH:19][cH:20]3)[nH:11][c:12](=[O:14])[n:13]2)[cH:6][cH:7]1. The reactants are ClC1=C(C=C(C=C1)NC1=NC2=C(N1)C=CC(=C2)OC2=NC(=NC=C2)SC)C(F)(F)F ((4-chloro-3-trifluoromethyl-phenyl)-[5-(2-methylsulfanyl-pyrimidin-4-yloxy)-1H-benzimidazol-2-yl]-amine), OOS(=O)[O-].[K+] (Oxone), CO (MeOH). Reaction conditions: time 4 hour. The product is ClC1=C(C=C(C=C1)NC1=NC2=C(N1)C=CC(=C2)OC2=NC(=NC=C2)S(=O)(=O)C)C(F)(F)F ((4-chloro-3-trifluoromethyl-phenyl)-[5-(2-methylsulfonylpyrimidin-4-yloxy)-1H-benzimidazol-2-yl]-amine). RXN SMILES: [Cl:1][C:2]1[CH:7]=[CH:6][C:5]([NH:8][C:9]2[NH:13][C:12]3[CH:14]=[CH:15][C:16]([O:18][C:19]4[CH:24]=[CH:23][N:22]=[C:21](SC)[N:20]=4)=[CH:17][C:11]=3[N:10]=2)=[CH:4][C:3]=1[C:27]([F:30])([F:29])[F:28].O[O:32][S:33]([O-:35])=O.[K+].[CH3:37]O>>[Cl:1][C:2]1[CH:7]=[CH:6][C:5]([NH:8][C:9]2[NH:13][C:12]3[CH:14]=[CH:15][C:16]([O:18][C:19]4[CH:24]=[CH:23][N:22]=[C:21]([S:33]([CH3:37])(=[O:35])=[O:32])[N:20]=4)=[CH:17][C:11]=3[N:10]=2)=[CH:4][C:3]=1[C:27]([F:30])([F:28])[F:29] |f:1.2|. Procedure: To a solution of (4-chloro-3-trifluoromethyl-phenyl)-[5-(2-methylsulfanyl-pyrimidin-4-yloxy)-1H-benzimidazol-2-yl]-amine (Step A, 280 mg, 0.6 mmol, 1.0 eq.) in MeOH (10 mL) was added dropwise an aqueous solution (10 mL) of Oxone® (1.14 g, 1.8 mmol, 3.0 eq.), and a white solid formed. The reaction was stirred for 4 h at RT. The MeOH was removed under reduced pressure, the residue was diluted with 10% aq. NaHCO3 and extracted with CH2Cl2. The organic layer was washed with 10% aq. NaHCO3 and the or... Starting materials: [BH4-], CO, NCCc1ccccc1F, [Na+], NC(=O)c1ccc(Oc2ccc(C3OCCO3)cc2F)cn1. The product is NC(=O)c1ccc(Oc2ccc(CNCCc3ccccc3F)cc2F)cn1. As a reaction SMILES: [BH4-:33].[CH3:35][OH:36].[F:23][c:24]1[c:25]([CH2:26][CH2:27][NH2:28])[cH:29][cH:30][cH:31][cH:32]1.[Na+:34].[O:1]1[CH:2]([c:6]2[cH:7][c:8]([F:22])[c:9]([O:10][c:11]3[cH:12][cH:13][c:14]([C:17](=[O:18])[NH2:19])[n:15][cH:16]3)[cH:20][cH:21]2)[O:5][CH2:4][CH2:3]1>>[CH2:2]([c:6]1[cH:7][c:8]([F:22])[c:9]([O:10][c:11]2[cH:12][cH:13][c:14]([C:17](=[O:18])[NH2:19])[n:15][cH:16]2)[cH:20][cH:21]1)[NH:28][CH2:27][CH2:26][c:25]1[c:24]([F:23])[cH:32][cH:31][cH:30][cH:29]1. The solvent is CO (methanol). Yield: 59.6%. RXN SMILES: [CH2:1]([O:8][CH2:9][CH2:10][CH2:11][O:12][C:13]1[CH:18]=[CH:17][C:16]([CH:19]2[CH2:24][CH2:23][N:22]([C:25]([O:27][C:28]([CH3:31])([CH3:30])[CH3:29])=[O:26])[CH2:21][CH:20]2[O:32][CH2:33][C:34]2[CH:43]=[C:42]3[C:37]([CH:38]=[CH:39][CH:40]=[N:41]3)=[CH:36][CH:35]=2)=[CH:15][CH:14]=1)[C:2]1[CH:7]=[CH:6][CH:5]=[CH:4][CH:3]=1.[BH4-].[Na+]>CO.O.O.O.O.O.O.[Ni](Cl)Cl>[CH2:1]([O:8][CH2:9][CH2:10][CH2:11][O:12][C:13]1[CH:14]=[CH:15][C:16]([CH:19]2[CH2:24][CH2:23][N:22]([C:25]([O:27][C:28]([CH3:31])([CH3:30])[CH3:29])=[O:26])[CH2:21][CH:20]2[O:32][CH2:33][C:34]2[CH:43]=[C:42]3[C:37]([CH2:38][CH2:39][CH2:40][NH:41]3)=[CH:36][CH:35]=2)=[CH:17][CH:18]=1)[C:2]1[CH:3]=[CH:4][CH:5]=[CH:6][CH:7]=1 |f:1.2,4.5.6.7.8.9.10|. Procedure details: A solution of 116 mg (0.20 mmol) of tert-butyl (3RS,4RS)-4-[4-(3-benzyloxy-propoxy)-phenyl]-3-(quinolin-7-ylmethoxy)-piperidine-1-carboxylate in 1.5 ml of methanol was treated with 24 mg (0.1 mmol) of nickel(II) chloride hexahydrate and 30 mg (0.8 mmol) of sodium borohydride. The dark suspension was stirred at 0° C. for 1 hour and at room temperature for a further hour. For the working-up, the mixture was partitioned between 20 ml of ether and 5 ml of aqueous saturated ammonium chloride solution... The product is C(C1=CC=CC=C1)OCCCOC1=CC=C(C=C1)C1C(CN(CC1)C(=O)OC(C)(C)C)OCC1=CC=C2CCCNC2=C1 (tert-butyl (3RS,4RS)-4-[4-(3-benzyloxy-propoxy)-phenyl]-3-(1,2,3,4-tetrahydro-quinolin-7-ylmethoxy)-piperidine-1-carboxylate). The reagents and catalysts are O.O.O.O.O.O.[Ni](Cl)Cl (nickel(II) chloride hexahydrate). The reactants are C(C1=CC=CC=C1)OCCCOC1=CC=C(C=C1)C1C(CN(CC1)C(=O)OC(C)(C)C)OCC1=CC=C2C=CC=NC2=C1 (tert-butyl (3RS,4RS)-4-[4-(3-benzyloxy-propoxy)-phenyl]-3-(quinolin-7-ylmethoxy)-piperidine-1-carboxylate), [BH4-].[Na+] (sodium borohydride). Conditions: temperature 0 celsius, time 1 hour. The reactants are CC(C)(C)[O-], O=C=NCCCCl, ClCCCl, [K+], CSCCCNc1nc(C(C)(C)C)ncc1C(=O)N(CC(C)C)C1CC(N)CN(C(=O)OC(C)(C)C)C1, O. The product is CSCCCNc1nc(C(C)(C)C)ncc1C(=O)N(CC(C)C)C1CC(N2CCCNC2=O)CN(C(=O)OC(C)(C)C)C1. RXN SMILES: [CH3:38][C:39]([CH3:40])([O-:41])[CH3:42].[Cl:44][CH2:45][CH2:46][CH2:47][N:48]=[C:49]=[O:50].[Cl:51][CH2:52][CH2:53][Cl:54].[K+:43].[NH2:1][CH:2]1[CH2:3][N:4]([C:31](=[O:32])[O:33][C:34]([CH3:35])([CH3:36])[CH3:37])[CH2:5][CH:6]([N:8]([CH2:9][CH:10]([CH3:11])[CH3:12])[C:13](=[O:14])[c:15]2[c:16]([NH:25][CH2:26][CH2:27][CH2:28][S:29][CH3:30])[n:17][c:18]([C:21]([CH3:22])([CH3:23])[CH3:24])[n:19][cH:20]2)[CH2:7]1.[OH2:55]>>[N:1]1([CH:2]2[CH2:3][N:4]([C:31](=[O:32])[O:33][C:34]([CH3:35])([CH3:36])[CH3:37])[CH2:5][CH:6]([N:8]([CH2:9][CH:10]([CH3:11])[CH3:12])[C:13](=[O:14])[c:15]3[c:16]([NH:25][CH2:26][CH2:27][CH2:28][S:29][CH3:30])[n:17][c:18]([C:21]([CH3:22])([CH3:23])[CH3:24])[n:19][cH:20]3)[CH2:7]2)[CH2:45][CH2:46][CH2:47][NH:48][C:49]1=[O:50]. The reactants are C(C)(C)(C)OC(CN1C=CC2=CC=C(C=C12)OCCC1=C(N=C(S1)C1=CC=C(C=C1)OC(F)(F)F)C)=O ((6-{2-[4-methyl-2-(4-trifluoromethoxy-phenyl)-thiazol-5-yl]-ethoxy}-indol-1-yl)-acetic acid tert-butyl ester), [Li+].[OH-] (LiOH). Product: CC=1N=C(SC1CCOC1=CC=C2C=CN(C2=C1)CC(=O)O)C1=CC=C(C=C1)OC(F)(F)F ((6-{2-[4-methyl-2-(4-trifluoromethoxy-phenyl)-thiazol-5-yl]-ethoxy}-indol-1-yl)-acetic acid). As a reaction SMILES: C([O:5][C:6](=[O:37])[CH2:7][N:8]1[C:16]2[C:11](=[CH:12][CH:13]=[C:14]([O:17][CH2:18][CH2:19][C:20]3[S:24][C:23]([C:25]4[CH:30]=[CH:29][C:28]([O:31][C:32]([F:35])([F:34])[F:33])=[CH:27][CH:26]=4)=[N:22][C:21]=3[CH3:36])[CH:15]=2)[CH:10]=[CH:9]1)(C)(C)C.[Li+].[OH-]>>[CH3:36][C:21]1[N:22]=[C:23]([C:25]2[CH:26]=[CH:27][C:28]([O:31][C:32]([F:35])([F:33])[F:34])=[CH:29][CH:30]=2)[S:24][C:20]=1[CH2:19][CH2:18][O:17][C:14]1[CH:15]=[C:16]2[C:11]([CH:10]=[CH:9][N:8]2[CH2:7][C:6]([OH:37])=[O:5])=[CH:12][CH:13]=1 |f:1.2|. Reported procedure: In analogy to the procedure described in example 2 c], (6-{2-[4-methyl-2-(4-trifluoromethoxy-phenyl)-thiazol-5-yl]-ethoxy}-indol-1-yl)-acetic acid tert-butyl ester was treated with LiOH to obtain (6-{2-[4-methyl-2-(4-trifluoromethoxy-phenyl)-thiazol-5-yl]-ethoxy}-indol-1-yl)-acetic acid as orange solid. Starting materials: CC(C)CC(C)O, CO, CN1CCC(N2CCC(=O)N(C)c3cnc(Cl)nc32)CC1, COc1cc(C(=O)NC2CCCCC2)ccc1N, O, Cc1ccc(S(=O)(=O)O)cc1. Product: COc1cc(C(=O)NC2CCCCC2)ccc1Nc1ncc2c(n1)N(C1CCN(C)CC1)CCC(=O)N2C. RXN SMILES: [CH3:52][CH:53]([CH3:54])[CH2:55][CH:56]([OH:57])[CH3:58].[CH3:59][OH:60].[Cl:1][c:2]1[n:3][cH:4][c:5]2[c:11]([n:12]1)[N:10]([CH:13]1[CH2:14][CH2:15][N:16]([CH3:19])[CH2:17][CH2:18]1)[CH2:9][CH2:8][C:7](=[O:20])[N:6]2[CH3:21].[NH2:22][c:23]1[c:24]([O:38][CH3:39])[cH:25][c:26]([C:27](=[O:28])[NH:29][CH:30]2[CH2:31][CH2:32][CH2:33][CH2:34][CH2:35]2)[cH:36][cH:37]1.[OH2:40].[c:41]1([CH3:42])[cH:43][cH:44][c:45]([S:46]([OH:47])(=[O:48])=[O:49])[cH:50][cH:51]1>>[c:2]1([NH:22][c:23]2[c:24]([O:38][CH3:39])[cH:25][c:26]([C:27](=[O:28])[NH:29][CH:30]3[CH2:31][CH2:32][CH2:33][CH2:34][CH2:35]3)[cH:36][cH:37]2)[n:3][cH:4][c:5]2[c:11]([n:12]1)[N:10]([CH:13]1[CH2:14][CH2:15][N:16]([CH3:19])[CH2:17][CH2:18]1)[CH2:9][CH2:8][C:7](=[O:20])[N:6]2[CH3:21].